This data is from the Open Reaction Database (ORD), a public repository of structured organic reaction records. The task is: describe an organic reaction: reactants, conditions, products, and yield Reactants: [BH3-]C#N, CC(=O)O, CN(Cc1c(F)cccc1F)C(=O)Nc1ccc(S(=O)(=O)N2CCC(C=O)CC2)cc1, CS(=O)(=O)Nc1cc(C(O)CN)ccc1O, [Na+]. Yields the product CN(Cc1c(F)cccc1F)C(=O)Nc1ccc(S(=O)(=O)N2CCC(CNCC(O)c3ccc(O)c(NS(C)(=O)=O)c3)CC2)cc1. RXN SMILES: [C:52]([BH3-:53])#[N:54].[CH3:48][C:49](=[O:50])[OH:51].[F:17][c:18]1[c:19]([CH2:20][N:21]([C:22](=[O:23])[NH:24][c:25]2[cH:26][cH:27][c:28]([S:31](=[O:32])(=[O:33])[N:34]3[CH2:35][CH2:36][CH:37]([CH:40]=[O:41])[CH2:38][CH2:39]3)[cH:29][cH:30]2)[CH3:42])[c:43]([F:47])[cH:44][cH:45][cH:46]1.[NH2:1][CH2:2][CH:3]([OH:4])[c:5]1[cH:6][cH:7][c:8]([OH:16])[c:9]([NH:11][S:12](=[O:13])(=[O:14])[CH3:15])[cH:10]1.[Na+:55]>>[NH:1]([CH2:2][CH:3]([OH:4])[c:5]1[cH:6][cH:7][c:8]([OH:16])[c:9]([NH:11][S:12](=[O:13])(=[O:14])[CH3:15])[cH:10]1)[CH2:40][CH:37]1[CH2:36][CH2:35][N:34]([S:31]([c:28]2[cH:27][cH:26][c:25]([NH:24][C:22]([N:21]([CH2:20][c:19]3[c:18]([F:17])[cH:46][cH:45][cH:44][c:43]3[F:47])[CH3:42])=[O:23])[cH:30][cH:29]2)(=[O:32])=[O:33])[CH2:39][CH2:38]1.